This data is from the Open Reaction Database (ORD), a public repository of structured organic reaction records. The task is: describe an organic reaction: reactants, conditions, products, and yield The reactants are C(CCC)[Li] (n-butyl lithium), [NH4+].[Cl-].[NH4+].[OH-] (NH4Cl NH4OH), C[Li] (methyl lithium), [Cu](C#N)C#N (copper cyanide), C(C)[Si](O[C@@H](COC1=CC(=CC=C1)C(F)(F)F)\C=C\[Sn](CCCC)(CCCC)CCCC)(CC)CC ((R,E)-triethyl ((4-(tributylstannyl)-1-(3-(trifluoromethyl)phenoxy)but-3-en-2-yl)oxy)silane), C(C)[Si](O[C@H]1C=C(C(C1)=O)C\C=C/CCCC(=O)OC(C)C)(CC)CC ((R,Z)-isopropyl 7-(3-triethylsilyloxy-5-oxocyclopent-1-en-1-yl)hept-5-enoate), organo-metallic. Solvent: O1CCCC1 (tetrahydrofuran), O1CCCC1 (tetrahydrofuran), O1CCCC1 (tetrahydrofuran). Run at time 30 minute. Yields the product FC(C=1C=C(OC[C@@H](/C=C/[C@@H]2[C@H](C(C[C@H]2O[Si](CC)(CC)CC)=O)C\C=C/CCCC(=O)OC(C)C)O[Si](CC)(CC)CC)C=CC1)(F)F ((5Z)-isopropyl 7-((1R,2R,3R)-2-((R,E)-4-(3-(trifluoromethyl)phenoxy)-3-(triethylsilyloxy)but-1-enyl)-3-triethylsilyloxy-5-oxocyclopentyl)hept-5-enoate). As a reaction SMILES: [CH2:1]([Si:3]([CH2:35][CH3:36])([CH2:33][CH3:34])[O:4][C@H:5](/[CH:18]=[CH:19]/[Sn](CCCC)(CCCC)CCCC)[CH2:6][O:7][C:8]1[CH:13]=[CH:12][CH:11]=[C:10]([C:14]([F:17])([F:16])[F:15])[CH:9]=1)[CH3:2].C([Li])CCC.[Cu](C#N)C#N.C[Li].[CH2:49]([Si:51]([CH2:73][CH3:74])([CH2:71][CH3:72])[O:52][C@@H:53]1[CH2:57][C:56](=[O:58])[C:55]([CH2:59]/[CH:60]=[CH:61]\[CH2:62][CH2:63][CH2:64][C:65]([O:67][CH:68]([CH3:70])[CH3:69])=[O:66])=[CH:54]1)[CH3:50].[NH4+].[Cl-].[NH4+].[OH-]>O1CCCC1>[F:15][C:14]([F:16])([F:17])[C:10]1[CH:9]=[C:8]([CH:13]=[CH:12][CH:11]=1)[O:7][CH2:6][C@H:5]([O:4][Si:3]([CH2:33][CH3:34])([CH2:35][CH3:36])[CH2:1][CH3:2])/[CH:18]=[CH:19]/[C@H:54]1[C@H:53]([O:52][Si:51]([CH2:49][CH3:50])([CH2:71][CH3:72])[CH2:73][CH3:74])[CH2:57][C:56](=[O:58])[C@@H:55]1[CH2:59]/[CH:60]=[CH:61]\[CH2:62][CH2:63][CH2:64][C:65]([O:67][CH:68]([CH3:70])[CH3:69])=[O:66] |f:5.6.7.8|. Procedure: A 500 mL three-necked flask was flame dried and allowed to be cooled under nitrogen. (R,E)-triethyl ((4-(tributylstannyl)-1-(3-(trifluoromethyl)phenoxy)but-3-en-2-yl)oxy)silane (22.53 g, 35.46 mmol) and 200 mL tetrahydrofuran were added to the reaction flask, followed by dropwise addition of n-butyl lithium (22.2 mL, 1.6 M in hexane) at −70° C. A suspension solution of copper cyanide (3.18 g, 35.46 mmol) in 30 mL tetrahydrofuran was cooled to −10° C. and followed by dropwise addition of methyl l... Reactants: C=1C(=C(C=C(C1F)F)F)C[C@H](CC(=O)N2CCN3C(=NN=C3C(F)(F)F)C2)N (Sitagliptin), C(C(O)C)(=O)O (Lactic acid). Run in C(C)(C)O (isopropanol). Run at temperature 80 celsius, time 8.5 hour. The product is C=1C(=C(C=C(C1F)F)F)C[C@H](CC(=O)N2CCN3C(=NN=C3C(F)(F)F)C2)N.C(C(O)C)(=O)[O-] (Sitagliptin Lactate). As a reaction SMILES: [CH:1]1[C:2]([CH2:10][C@@H:11]([NH2:28])[CH2:12][C:13]([N:15]2[CH2:27][C:19]3=[N:20][N:21]=[C:22]([C:23]([F:26])([F:25])[F:24])[N:18]3[CH2:17][CH2:16]2)=[O:14])=[C:3]([F:9])[CH:4]=[C:5]([F:8])[C:6]=1[F:7].[C:29]([OH:34])(=[O:33])[CH:30]([CH3:32])[OH:31]>C(O)(C)C>[CH:1]1[C:2]([CH2:10][C@@H:11]([NH2:28])[CH2:12][C:13]([N:15]2[CH2:27][C:19]3=[N:20][N:21]=[C:22]([C:23]([F:26])([F:25])[F:24])[N:18]3[CH2:17][CH2:16]2)=[O:14])=[C:3]([F:9])[CH:4]=[C:5]([F:8])[C:6]=1[F:7].[C:29]([O-:34])(=[O:33])[CH:30]([CH3:32])[OH:31] |f:3.4|. Procedure: Sitagliptin (5 g) and isopropanol (75 mL) are charged into a round-bottom flask and the mixture is heated to about 80° C. for about 20 minutes to obtain a clear dissolution. Lactic acid (1.10 g) is added and the reaction mixture is refluxed for about 1.5 hours. The reaction mixture is cooled to about 30° C. and stirred for about 8.5 hours. The separated solid is filtered, washed with isopropanol (5 mL), and dried under reduced pressure at about 45° C. for about 2 hours to afford the title compou... The reactants are CCN(C(C)C)C(C)C (DIEA), NC[C@@H]([C@H](C[C@@H](C(C)C)CC1=CC=C2C=NN(C2=C1)CCCOC)NC(OC(C)(C)C)=O)O (tert-butyl (2S,3S,5S)-1-amino-2-hydroxy-5-((1-(3-methoxypropyl)-1H-indazol-6-yl)methyl)-6-methylheptan-3-ylcarbamate), CC(C(=O)O)(CCCC)C (2,2-dimethylhexanoic acid), C=1C=CC2=C(C1)N=NN2O (HOBt), CCN=C=NCCCN(C)C.Cl (EDCl). The solvent is C(Cl)Cl (CH2Cl2). Reaction conditions: temperature 0 celsius, time 5 hour. Yields the product CC(C(=O)NC[C@@H]([C@H](C[C@@H](C(C)C)CC1=CC=C2C=NN(C2=C1)CCCOC)NC(OC(C)(C)C)=O)O)(CCCC)C (tert-butyl (2S,3S,5S)-1-(2,2-dimethylhexanamido)-2-hydroxy-5-((1-(3-methoxypropyl)-1H-indazol-6-yl)methyl)-6-methylheptan-3-ylcarbamate). Isolated yield 74.9%. RXN SMILES: [NH2:1][CH2:2][C@H:3]([OH:33])[C@@H:4]([NH:25][C:26](=[O:32])[O:27][C:28]([CH3:31])([CH3:30])[CH3:29])[CH2:5][C@H:6]([CH2:10][C:11]1[CH:19]=[C:18]2[C:14]([CH:15]=[N:16][N:17]2[CH2:20][CH2:21][CH2:22][O:23][CH3:24])=[CH:13][CH:12]=1)[CH:7]([CH3:9])[CH3:8].[CH3:34][C:35]([CH3:43])([CH2:39][CH2:40][CH2:41][CH3:42])[C:36](O)=[O:37].C1C=CC2N(O)N=NC=2C=1.CCN=C=NCCCN(C)C.Cl.CCN(C(C)C)C(C)C>C(Cl)Cl>[CH3:34][C:35]([CH3:43])([CH2:39][CH2:40][CH2:41][CH3:42])[C:36]([NH:1][CH2:2][C@H:3]([OH:33])[C@@H:4]([NH:25][C:26](=[O:32])[O:27][C:28]([CH3:31])([CH3:30])[CH3:29])[CH2:5][C@H:6]([CH2:10][C:11]1[CH:19]=[C:18]2[C:14]([CH:15]=[N:16][N:17]2[CH2:20][CH2:21][CH2:22][O:23][CH3:24])=[CH:13][CH:12]=1)[CH:7]([CH3:8])[CH3:9])=[O:37] |f:3.4|. Procedure details: To a solution of tert-butyl (2S,3S,5S)-1-amino-2-hydroxy-5-((1-(3-methoxypropyl)-1H-indazol-6-yl)methyl)-6-methylheptan-3-ylcarbamate (350 mg, 0.76 mmol) in CH2Cl2 (15 mL), 2,2-dimethylhexanoic acid (176 mg, 1.22 mmol), HOBt (290 mg, 2.1 mmol) and EDCl (400 mg, 2.1 mmol) were added. The mixture cooled to 0° C. and DIEA (700 mg, 5.4 mmol) was added. The resulting mixture was allowed to warm to rt and stirred for 5 h. The reaction mixture was washed with water and brine, dried over Na2SO4, filtere... Starting materials: [OH-].[Na+] (sodium hydroxide), S(=O)(=O)([O-])[O-].[Na+].[Na+] (Sodium sulphate), [OH-].[K+] (potassium hydroxide), C1CSC2(C(=C(CC2)C)CC(C#CCCC2=CC(=CC=C2)OC)O)S1 (3-methyl-2-[6-(m-methoxy-phenyl)-2-hydroxy-3-hexynyl]-2-cyclopentenone ethylene dithioketal), [H-].[Al+3].[Li+].[H-].[H-].[H-] (lithium aluminium hydride), C(C1=CC=CC=C1)Cl (benzyl chloride). Solvent: O (water), O (water), O1CCCC1 (tetrahydrofuran), O1CCCC1 (tetrahydrofuran). Run at temperature 60 celsius, time 4 hour. Product: C1CSC2(C(=C(CC2)C)CC(\C=C\CCC2=CC(=CC=C2)OC)OCC2=CC=CC=C2)S1 (3-methyl-2-[(E)-6-(m-methoxyphenyl)-2-benzyloxy-3-hexenyl]-2-cyclopentenone ethylene dithioketal). As a reaction SMILES: [CH2:1]1[S:25][C:4]2([CH2:8][CH2:7][C:6]([CH3:9])=[C:5]2[CH2:10][CH:11]([OH:24])[C:12]#[C:13][CH2:14][CH2:15][C:16]2[CH:21]=[CH:20][CH:19]=[C:18]([O:22][CH3:23])[CH:17]=2)[S:3][CH2:2]1.[H-].[Al+3].[Li+].[H-].[H-].[H-].[OH-].[Na+].S([O-])([O-])(=O)=O.[Na+].[Na+].[OH-].[K+].[CH2:43](Cl)[C:44]1[CH:49]=[CH:48][CH:47]=[CH:46][CH:45]=1>O1CCCC1.O>[CH2:2]1[S:3][C:4]2([CH2:8][CH2:7][C:6]([CH3:9])=[C:5]2[CH2:10][CH:11]([O:24][CH2:43][C:44]2[CH:49]=[CH:48][CH:47]=[CH:46][CH:45]=2)/[CH:12]=[CH:13]/[CH2:14][CH2:15][C:16]2[CH:21]=[CH:20][CH:19]=[C:18]([O:22][CH3:23])[CH:17]=2)[S:25][CH2:1]1 |f:1.2.3.4.5.6,7.8,9.10.11,12.13|. Procedure details: A solution of about 9.20 g (24.6 mmol) dl-3-methyl-2-[6-(m-methoxy-phenyl)-2-hydroxy-3-hexynyl]-2-cyclopentenone ethylene dithioketal in 53 ml tetrahydrofuran was added dropwise over a period of about 20 minutes to a suspension of 1.86 g (49 mmol) lithium aluminium hydride in about 80 ml tetrahydrofuran under a nitrogen atmosphere. The mixture was stirred in a water-bath at about 60° C. for about 4 hours. After cooling to about 0° C., the following consecutive dropwise additions were cautiously ... Starting materials: BrC1=CC=C(C[C@@]23C(N(C(N3C[C@@H](C2)O)=O)C2=CC(=CC(=C2)Cl)Cl)=O)C=C1 ((5S,7R)-5-(4-bromobenzyl)-3-(3,5-dichlorophenyl)-7-hydroxy-1,3-diazabicyclo[3.3.0]octane-2,4-dione), CCOC(=O)/N=N/C(=O)OCC (DEAD), C1(=CC=CC=C1)P(C1=CC=CC=C1)C1=CC=CC=C1 (triphenylphosphine), C(C)(=O)O (acetic acid). Solvent: C1CCOC1 (THF). Conditions: time 8 hour. The product is BrC1=CC=C(C[C@@]23C(N(C(N3C[C@H](C2)OC(C)=O)=O)C2=CC(=CC(=C2)Cl)Cl)=O)C=C1 ((5S,7S)-5-(4-Bromobenzyl)-3-(3,5-dichlorophenyl)-7-acetoxy-1,3-diazabicyclo[3.3.0]octane-2,4-dione). RXN SMILES: [Br:1][C:2]1[CH:27]=[CH:26][C:5]([CH2:6][C@@:7]23[CH2:14][C@@H:13]([OH:15])[CH2:12][N:11]2[C:10](=[O:16])[N:9]([C:17]2[CH:22]=[C:21]([Cl:23])[CH:20]=[C:19]([Cl:24])[CH:18]=2)[C:8]3=[O:25])=[CH:4][CH:3]=1.[CH3:28][CH2:29][O:30]C(/N=N/C(OCC)=O)=O.C1(P(C2C=CC=CC=2)C2C=CC=CC=2)C=CC=CC=1.C(O)(=O)C>C1COCC1>[Br:1][C:2]1[CH:3]=[CH:4][C:5]([CH2:6][C@@:7]23[CH2:14][C@H:13]([O:15][C:29](=[O:30])[CH3:28])[CH2:12][N:11]2[C:10](=[O:16])[N:9]([C:17]2[CH:18]=[C:19]([Cl:24])[CH:20]=[C:21]([Cl:23])[CH:22]=2)[C:8]3=[O:25])=[CH:26][CH:27]=1. Reported procedure: To a solution of (5S,7R)-5-(4-bromobenzyl)-3-(3,5-dichlorophenyl)-7-hydroxy-1,3-diazabicyclo[3.3.0]octane-2,4-dione (0.21 g) in THF (5 mL) was added DEAD (0.09 mL), triphenylphosphine (0.15 g), and acetic acid (0.035 mL). After stirring overnight at room temperature, the mixture was concentrated. Purification by chromatography (Silica gel: 25% EtOAc/hexane, Chromatotron) afforded the titled compound (0.151 g). MS (m/z) 511 (MH+), mp 149.8° C. Reactants: C(C=C)OC1=C(OCC2CO2)C=CC=C1 (1-(2-allyloxy-phenoxy)-2,3-epoxypropane), NCCC=1NC2=C(N1)C=CC(=C2)C=2C(CC(NN2)=O)C (6-[2-(2-aminoethyl)benzimidazol-5-yl]-4,5-dihydro-5-methyl-3(2H)-pyridazinone). Product: C(C=C)OC1=C(OCC(CNCCC=2NC3=C(N2)C=CC(=C3)C=3C(CC(NN3)=O)C)O)C=CC=C1 (6-[2-[2-[3-(2-Allyloxy-phenoxy)-2-hydroxypropylamino]ethyl]benzimidazol-5-yl]-4,5-dihydro-5-methyl-3(2H)-pyridazinone). Reaction SMILES: [CH2:1]([O:4][C:5]1[CH:15]=[CH:14][CH:13]=[CH:12][C:6]=1[O:7][CH2:8][CH:9]1[O:11][CH2:10]1)[CH:2]=[CH2:3].[NH2:16][CH2:17][CH2:18][C:19]1[NH:20][C:21]2[CH:27]=[C:26]([C:28]3[CH:29]([CH3:35])[CH2:30][C:31](=[O:34])[NH:32][N:33]=3)[CH:25]=[CH:24][C:22]=2[N:23]=1>>[CH2:1]([O:4][C:5]1[CH:15]=[CH:14][CH:13]=[CH:12][C:6]=1[O:7][CH2:8][CH:9]([OH:11])[CH2:10][NH:16][CH2:17][CH2:18][C:19]1[NH:20][C:21]2[CH:27]=[C:26]([C:28]3[CH:29]([CH3:35])[CH2:30][C:31](=[O:34])[NH:32][N:33]=3)[CH:25]=[CH:24][C:22]=2[N:23]=1)[CH:2]=[CH2:3]. Procedure: Prepared analogously to Example 1 from 1-(2-allyloxy-phenoxy)-2,3-epoxypropane and 6-[2-(2-aminoethyl)benzimidazol-5-yl]-4,5-dihydro-5-methyl-3(2H)-pyridazinone. Reactants: [Br-], CCCC[N+](CCCC)(CCCC)CCCC, ClCCl, [Na+], [OH-], O=S(=O)(Cl)c1ccccc1, c1cnc2[nH]ccc2c1. Product: O=S(=O)(c1ccccc1)n1ccc2cccnc21. RXN SMILES: [Br-:22].[CH3:23][CH2:24][CH2:25][CH2:26][N+:27]([CH2:28][CH2:29][CH2:30][CH3:31])([CH2:32][CH2:33][CH2:34][CH3:35])[CH2:36][CH2:37][CH2:38][CH3:39].[Cl:40][CH2:41][Cl:42].[Na+:11].[OH-:10].[c:12]1([S:18](=[O:19])(=[O:20])[Cl:21])[cH:13][cH:14][cH:15][cH:16][cH:17]1.[nH:1]1[cH:2][cH:3][c:4]2[cH:5][cH:6][cH:7][n:8][c:9]12>>[n:1]1([S:18]([c:12]2[cH:13][cH:14][cH:15][cH:16][cH:17]2)(=[O:19])=[O:20])[cH:2][cH:3][c:4]2[cH:5][cH:6][cH:7][n:8][c:9]12.